Dataset: the Open Reaction Database (ORD), a public repository of structured organic reaction records. Task: describe an organic reaction: reactants, conditions, products, and yield The reactants are C(C)OC(=O)C=1N=C2N(N=C(C=C2)Cl)C1 (6-chloroimidazo[1,2-b]pyridazine-2-carboxylic acid ethyl ester), N1CCNCC1 (piperizine), C([O-])([O-])=O.[K+].[K+] (potassium carbonate). Solvent: C1(=CC=CC=C1)C (toluene). Product: crude product, C(C)OC(=O)C=1N=C2N(N=C(C=C2)N2CCNCC2)C1 (6-piperazin-1-ylimidazo[1,2-b]pyridazine-2-carboxylic acid ethyl ester). As a reaction SMILES: [CH2:1]([O:3][C:4]([C:6]1[N:7]=[C:8]2[CH:13]=[CH:12][C:11](Cl)=[N:10][N:9]2[CH:15]=1)=[O:5])[CH3:2].[NH:16]1[CH2:21][CH2:20][NH:19][CH2:18][CH2:17]1.C(=O)([O-])[O-].[K+].[K+]>C1(C)C=CC=CC=1>[CH2:1]([O:3][C:4]([C:6]1[N:7]=[C:8]2[CH:13]=[CH:12][C:11]([N:16]3[CH2:21][CH2:20][NH:19][CH2:18][CH2:17]3)=[N:10][N:9]2[CH:15]=1)=[O:5])[CH3:2] |f:2.3.4|. Procedure: A mixture of 6-chloroimidazo[1,2-b]pyridazine-2-carboxylic acid ethyl ester (1.000 g, 4.432 mmol), piperizine (0.458 g, 5.318 mmol) and potassium carbonate (0.620 g, 4.485 mmol) in 50 mL of toluene was refluxed for 48 hours. The reaction mixture was concentrated in vacuo, diluted with water and extracted with ethyl acetate. The crude product, 6-piperazin-1-ylimidazo[1,2-b]pyridazine-2-carboxylic acid ethyl ester, obtained upon removal of solvent was used for next step reaction without further pu... The reactants are C(C)(=O)O (acetic acid), FC1=CC=C(C=C1)C=1C(=NC=CN1)N1CCNCC1 (3′-(4-fluorophenyl)-3,4,5,6-tetrahydro-2H-[1,2′]bipyrazinyl), ClCCCl (DCE), C(C)(=O)O[BH-](OC(C)=O)OC(C)=O.[Na+] (sodium triacetoxyborohydride), CC1=NN(C(=C1C=O)C)C1=CC=CC=C1 (3,5-dimethyl-1-phenylpyrazole-4-carboxaldehyde). Run at time 18 hour. Yields the product Cl.CC1=NN(C(=C1CN1CCN(CC1)C1=NC=CN=C1C1=CC=C(C=C1)F)C)C1=CC=CC=C1 (4-(3,5-Dimethyl-1-phenyl-1H-pyrazol-4-ylmethyl)-3′-(4-fluorophenyl)-3,4,5,6-tetrahydro-2H-[1,2′]bipyrazine hydrochloride). Yield: 65.0%. Reaction SMILES: [F:1][C:2]1[CH:7]=[CH:6][C:5]([C:8]2[C:9]([N:14]3[CH2:19][CH2:18][NH:17][CH2:16][CH2:15]3)=[N:10][CH:11]=[CH:12][N:13]=2)=[CH:4][CH:3]=1.[CH3:20][C:21]1[C:25]([CH:26]=O)=[C:24]([CH3:28])[N:23]([C:29]2[CH:34]=[CH:33][CH:32]=[CH:31][CH:30]=2)[N:22]=1.C(O[BH-](OC(=O)C)OC(=O)C)(=O)C.[Na+].C(O)(=O)C.[Cl:53]CCCl>>[ClH:53].[CH3:20][C:21]1[C:25]([CH2:26][N:17]2[CH2:16][CH2:15][N:14]([C:9]3[C:8]([C:5]4[CH:6]=[CH:7][C:2]([F:1])=[CH:3][CH:4]=4)=[N:13][CH:12]=[CH:11][N:10]=3)[CH2:19][CH2:18]2)=[C:24]([CH3:28])[N:23]([C:29]2[CH:34]=[CH:33][CH:32]=[CH:31][CH:30]=2)[N:22]=1 |f:2.3,6.7|. Procedure details: Dissolve 3′-(4-fluorophenyl)-3,4,5,6-tetrahydro-2H-[1,2′]bipyrazinyl (0.200 g, 0.774 mmol) in DCE (10 mL). Add 3,5-dimethyl-1-phenylpyrazole-4-carboxaldehyde (0.186 g, 0.929 mmol), and stir at room temperature for 10 min. Add sodium triacetoxyborohydride (0.247 g, 1.16 mmol) followed by acetic acid (47 μL, 0.813 mmol). Stir at room temperature for 18 hr. Purify via SCX chromatography, followed by silica gel chromatography, eluting with 0:100 to 10:90 methanol:DCM, followed by reverse phase chrom...